From a dataset of the Open Reaction Database (ORD), a public repository of structured organic reaction records. describe an organic reaction: reactants, conditions, products, and yield Starting materials: NC=1C(N(C(=CC1)C)CC(=O)OC(C)(C)C)=O (tert-butyl [3-amino-6-methyl-2-oxo-1,2-dihydropyridinyl]-acetate), C1(CCCCC1)CS(=O)(=O)Cl (cyclohexylmethanesulfonyl chloride). Conditions: time 3 hour. The product is C1(CCCCC1)CS(=O)(=O)NC=1C(N(C(=CC1)C)CC(=O)O)=O ([3-(cyclohexylmethylsulfonylamino)-6-methyl-2-oxo-1,2-dihydropyridinyl]-acetic acid). Reaction SMILES: [NH2:1][C:2]1[C:3](=[O:17])[N:4]([CH2:9][C:10]([O:12]C(C)(C)C)=[O:11])[C:5]([CH3:8])=[CH:6][CH:7]=1.[CH:18]1([CH2:24][S:25](Cl)(=[O:27])=[O:26])[CH2:23][CH2:22][CH2:21][CH2:20][CH2:19]1>>[CH:18]1([CH2:24][S:25]([NH:1][C:2]2[C:3](=[O:17])[N:4]([CH2:9][C:10]([OH:12])=[O:11])[C:5]([CH3:8])=[CH:6][CH:7]=2)(=[O:27])=[O:26])[CH2:23][CH2:22][CH2:21][CH2:20][CH2:19]1. Reported procedure: To a stirred solution of 0.71 g of tert-butyl [3-amino-6-methyl-2-oxo-1,2-dihydropyridinyl]-acetate (WO 97/01338) at 0° C. under a nitrogen atmosphere was added 0.60 mL cyclohexylmethanesulfonyl chloride (J. F. King et al J. Am. Chem. Soc. 114, 1743 (1992)). After stirring at room temperature for 3 hours the reaction mixture was concentrated. The residue was dissolved in ethyl acetate, washed successively with 0.1 N hydrochloric acid, water and brine, dried over sodium sulphate and concentrated....